From a dataset of the Open Reaction Database (ORD), a public repository of structured organic reaction records. describe an organic reaction: reactants, conditions, products, and yield Reactants: COC(=O)c1cc(Cl)c(Cl)cc1N, CCCCCC, CCOC(C)=O, O=S(Cl)Cl, CC(C(=O)O)c1ccccc1. Yields the product COC(=O)c1cc(Cl)c(Cl)cc1NC(=O)C(C)c1ccccc1. As a reaction SMILES: [CH3:16][O:17][C:18]([c:19]1[c:20]([NH2:27])[cH:21][c:22]([Cl:26])[c:23]([Cl:25])[cH:24]1)=[O:28].[CH3:29][CH2:30][CH2:31][CH2:32][CH2:33][CH3:34].[CH3:35][CH2:36][O:37][C:38]([CH3:39])=[O:40].[S:12]([Cl:13])([Cl:14])=[O:15].[c:1]1([CH:7]([C:8](=[O:9])[OH:10])[CH3:11])[cH:2][cH:3][cH:4][cH:5][cH:6]1>>[c:1]1([CH:7]([C:8](=[O:10])[NH:27][c:20]2[c:19]([C:18]([O:17][CH3:16])=[O:28])[cH:24][c:23]([Cl:25])[c:22]([Cl:26])[cH:21]2)[CH3:11])[cH:2][cH:3][cH:4][cH:5][cH:6]1. Reactants: ClC1=CC(=C(/C=C/C(=O)OC)C=C1)NS(=O)(=O)C1=CC=CC=C1 (methyl trans-4-chloro-2-(phenylsulfonylamino)cinnamate), BrCC(=O)C1=NC=CC(=C1)C(C)C (2-bromoacetyl-4-isopropylpyridine). Yields the product COC(CC1=C(NC2=CC(=CC=C12)Cl)C(=O)C1=NC=CC(=C1)C(C)C)=O (Methyl[6-chloro-2-(4-isopropylpyridine-2-carbonyl)-1H-indol-3-yl]acetate). Reaction SMILES: [Cl:1][C:2]1[CH:13]=[CH:12][C:5](/[CH:6]=[CH:7]/[C:8]([O:10][CH3:11])=[O:9])=[C:4]([NH:14]S(C2C=CC=CC=2)(=O)=O)[CH:3]=1.Br[CH2:25][C:26]([C:28]1[CH:33]=[C:32]([CH:34]([CH3:36])[CH3:35])[CH:31]=[CH:30][N:29]=1)=[O:27]>>[CH3:11][O:10][C:8](=[O:9])[CH2:7][C:6]1[C:5]2[C:4](=[CH:3][C:2]([Cl:1])=[CH:13][CH:12]=2)[NH:14][C:25]=1[C:26]([C:28]1[CH:33]=[C:32]([CH:34]([CH3:36])[CH3:35])[CH:31]=[CH:30][N:29]=1)=[O:27]. Procedure details: The title compound was prepared according to the procedure described in Example 57 from methyl trans-4-chloro-2-(phenylsulfonylamino)cinnamate (step 1 of Example 8, Method A) and 2-bromoacetyl-4-isopropylpyridine*. Product: COC(=O)C1CC(O[Si](C)(C)C(C)(C)C)CN1Cc1ccccc1. Reaction SMILES: [C:23]([CH3:24])([CH3:25])([CH3:26])[Si:27]([CH3:28])([CH3:29])[Cl:30].[CH2:1]([c:2]1[cH:3][cH:4][cH:5][cH:6][cH:7]1)[N:8]1[CH:9]([C:14](=[O:15])[O:16][CH3:17])[CH2:10][CH:11]([OH:13])[CH2:12]1.[CH3:32][N:33]([CH3:34])[CH:35]=[O:36].[ClH:31].[nH:18]1[cH:19][cH:20][n:21][cH:22]1>>[CH2:1]([c:2]1[cH:3][cH:4][cH:5][cH:6][cH:7]1)[N:8]1[CH:9]([C:14](=[O:15])[O:16][CH3:17])[CH2:10][CH:11]([O:13][Si:27]([C:23]([CH3:24])([CH3:25])[CH3:26])([CH3:28])[CH3:29])[CH2:12]1. The reactants are CC(C)(C)[Si](C)(C)Cl, COC(=O)C1CC(O)CN1Cc1ccccc1, CN(C)C=O, Cl, c1c[nH]cn1. Reactants: BrBr (bromine), C(#N)C(=NC(=C(C1=CC=CC=C1)N)C)C(=O)OC (1-cyano-1-methoxycarbonyl-3-methyl-4-amino-4-phenyl-2-aza-1,3-butadiene), C(Cl)Cl (methylene chloride), C[O-].[Na+] (sodium methylate). Solvent: CO (methanol), CO (methanol). Product: COC(=O)C1=NC(=C(N=C1N)C1=CC=CC=C1)C (2-methoxycarbonyl-3-amino-5-phenyl-6-methyl-pyrazine). Reaction SMILES: BrBr.[C:3]([C:5]([C:17]([O:19][CH3:20])=[O:18])=[N:6][C:7]([CH3:16])=[C:8]([NH2:15])[C:9]1[CH:14]=[CH:13][CH:12]=[CH:11][CH:10]=1)#[N:4].C(Cl)Cl.C[O-].[Na+]>CO>[CH3:20][O:19][C:17]([C:5]1[C:3]([NH2:4])=[N:15][C:8]([C:9]2[CH:10]=[CH:11][CH:12]=[CH:13][CH:14]=2)=[C:7]([CH3:16])[N:6]=1)=[O:18] |f:3.4|. Procedure details: A reactor provided with a stirring device, a bromine feed and a calcium chloride tube is filled with a solution of 4 parts of 1-cyano-1-methoxycarbonyl-3-methyl-4-amino-4-phenyl-2-aza-1,3-butadiene in 120 parts by volume of a mixture of dry methanol and dry methylene chloride (10 : 1 by volume.) 0.9 parts of sodium methylate dissolved in dry methanol are added rapidly at the ambient temperature with stirring. The reaction is finished at the end of 15 minutes, and the greater part of the solvents...